This data is from the Open Reaction Database (ORD), a public repository of structured organic reaction records. The task is: describe an organic reaction: reactants, conditions, products, and yield Starting materials: Cl (HCl), N[C@H]1CN(CC1)C(=O)NC1C2CC3CC(CC1C3)C2 ((R)-3-amino-N-(2-adamantyl)pyrrolidine-1-carboxamide), CCN(C(C)C)C(C)C (i-Pr2NEt), ClC(=O)OC (methyl chloroformate). Solvent: C(Cl)Cl (CH2Cl2). Product: C12C(C3CC(CC(C1)C3)C2)NC(=O)N2C[C@@H](CC2)NC(OC)=O ((R)-methyl 1-(2-adamantylcarbamoyl)pyrrolidin-3-ylcarbamate). Isolated yield 49.1%. RXN SMILES: [NH2:1][C@@H:2]1[CH2:6][CH2:5][N:4]([C:7]([NH:9][CH:10]2[CH:17]3[CH2:18][CH:13]4[CH2:14][CH:15]([CH2:19][CH:11]2[CH2:12]4)[CH2:16]3)=[O:8])[CH2:3]1.CCN(C(C)C)C(C)C.Cl[C:30]([O:32][CH3:33])=[O:31].Cl>C(Cl)Cl>[CH:17]12[CH2:16][CH:15]3[CH2:14][CH:13]([CH2:12][CH:11]([CH2:19]3)[CH:10]1[NH:9][C:7]([N:4]1[CH2:5][CH2:6][C@@H:2]([NH:1][C:30](=[O:31])[O:32][CH3:33])[CH2:3]1)=[O:8])[CH2:18]2. Reported procedure: A vial equipped with a flea stir bar was charged with (R)-3-amino-N-(2-adamantyl)pyrrolidine-1-carboxamide (25 mg, 0.095 mmol), i-Pr2NEt (0.07 mL, 0.38 mmol) and CH2Cl2. The solution was stirred and methyl chloroformate (0.009 mL, 0.11 mmol) was added. The mixture was stirred overnight at rt and applied to a 10-mL ChemElut cartridge prewetted with 5% aq HCl (6 mL). The cartridge was eluted with ether (20 mL). The eluate was evaporated to dryness and the residue was purified by preparative HPLC t... Reactants: C[N+](=O)[O-] (CH3NO2), N1=CC=CC=C1 (pyridine), C1(=CC=CC=C1)C1=CCCCC1 (1-phenylcyclohexene), C1(=CC=CC=C1)C1=CCCCC1 (1-phenyl-cyclohexene), OO (H2O2), OO (H2O2). Run in C(Cl)Cl (CH2Cl2), C(Cl)Cl (CH2Cl2). Reaction conditions: time 6 hour. Product: C1(=CC=CC=C1)C12C(CCCC1)O2 (1-phenyl-1,2-epoxycyclohexane). Yield: 91.0%. As a reaction SMILES: C[N+]([O-])=O.[C:5]1([C:11]2[CH2:16][CH2:15][CH2:14][CH2:13][CH:12]=2)[CH:10]=[CH:9][CH:8]=[CH:7][CH:6]=1.N1C=CC=CC=1.[OH:23]O>C(Cl)Cl>[C:5]1([C:11]23[O:23][CH:12]2[CH2:13][CH2:14][CH2:15][CH2:16]3)[CH:10]=[CH:9][CH:8]=[CH:7][CH:6]=1. Procedure: The wide scope of this process is revealed in FIGS. 5-8 and 15-16. Due to practical considerations, we used CH2Cl2 as solvent for all examples even though CH3NO2 is slightly superior with regard to reaction rate. Standard experimental procedure (exemplified for the epoxidation of 1-phenyl-cyclohexene) is as follows: In a 50 mL flask equipped with a magnetic stirrer, 7.9 g (50 mmol) of 1-phenylcyclohexene and 63 mg (0.25 mmol, 0.5 mol %) of MTO are dissolved in 25 mL CH2Cl2. To this solution is a... Reaction SMILES: [Br:26][c:27]1[c:28]2[cH:29][cH:30][c:31]([O:37][CH3:38])[n:32][c:33]2[cH:34][cH:35][cH:36]1.[C:39](=[O:40])([O:41][C:42]([CH3:43])([CH3:44])[CH3:45])[N:46]1[CH2:47][CH2:48][NH:49][CH2:50][CH2:51]1.[CH3:52][C:53]([CH3:54])([O-:55])[CH3:56].[CH3:58][CH2:59][O:60][C:61](=[O:62])[CH3:63].[CH3:73][c:74]1[cH:75][cH:76][cH:77][cH:78][cH:79]1.[CH:1]1([P:2]([CH:3]2[CH2:4][CH2:5][CH2:6][CH2:7][CH2:8]2)[c:9]2[cH:10][cH:11][cH:12][cH:13][c:14]2-[c:15]2[cH:16][cH:17][cH:18][cH:19][cH:20]2)[CH2:21][CH2:22][CH2:23][CH2:24][CH2:25]1.[Na+:57].[O-:65][C:66]([CH3:67])=[O:68].[O-:69][C:70]([CH3:71])=[O:72].[Pd+2:64]>>[c:27]1([N:49]2[CH2:48][CH2:47][N:46]([C:39](=[O:40])[O:41][C:42]([CH3:43])([CH3:44])[CH3:45])[CH2:51][CH2:50]2)[c:28]2[cH:29][cH:30][c:31]([O:37][CH3:38])[n:32][c:33]2[cH:34][cH:35][cH:36]1. The reactants are COc1ccc2c(Br)cccc2n1, CC(C)(C)OC(=O)N1CCNCC1, CC(C)(C)[O-], CCOC(C)=O, Cc1ccccc1, c1ccc(-c2ccccc2P(C2CCCCC2)C2CCCCC2)cc1, [Na+], CC(=O)[O-], CC(=O)[O-], [Pd+2]. Product: COc1ccc2c(N3CCN(C(=O)OC(C)(C)C)CC3)cccc2n1. Starting materials: CC(=O)c1ccc2c(c1)C(C)(C)CCC2(C)C, CO, COC(=O)c1ccc(C=O)cc1, [Na+], [OH-]. Product: COC(=O)c1ccc(C=CC(=O)c2ccc3c(c2)C(C)(C)CCC3(C)C)cc1. RXN SMILES: [C:1]([CH3:2])(=[O:3])[c:4]1[cH:5][c:6]2[c:11]([cH:12][cH:13]1)[C:10]([CH3:14])([CH3:15])[CH2:9][CH2:8][C:7]2([CH3:16])[CH3:17].[CH3:32][OH:33].[CH:18](=[O:19])[c:20]1[cH:21][cH:22][c:23]([C:24](=[O:25])[O:26][CH3:27])[cH:28][cH:29]1.[Na+:31].[OH-:30]>>[C:1]([CH:2]=[CH:18][c:20]1[cH:21][cH:22][c:23]([C:24](=[O:25])[O:26][CH3:27])[cH:28][cH:29]1)(=[O:3])[c:4]1[cH:5][c:6]2[c:11]([cH:12][cH:13]1)[C:10]([CH3:14])([CH3:15])[CH2:9][CH2:8][C:7]2([CH3:16])[CH3:17]. Reactants: P(OCC)(OCC)O (diethyl hydrogen phosphite), P(O)(O)(O)=O (phosphoric acid). Yields the product C(C)OP(OCC)(O)=O (diethyl hydrogen-phosphoric acid). As a reaction SMILES: [P:1]([OH:8])([O:5][CH2:6][CH3:7])[O:2][CH2:3][CH3:4].P(=O)(O)(O)[OH:10]>>[CH2:3]([O:2][P:1](=[O:10])([OH:8])[O:5][CH2:6][CH3:7])[CH3:4]. Procedure: 100 parts by weight of diethyl hydrogen phosphite and 50 parts by weight of phosphoric acid are mixed and reacted. The reaction is exothermic and the temperature of the reactants are keep below their boiling point for 30 minutes to 1 hour thereby producing a diethyl hydrogen-phosphoric acid compound. The reactants are COc1ccc(CCO)cc1OC, CC(=O)O, [Na+], O=C([O-])O, O, O=[N+]([O-])O. Yields the product COc1cc(CCO)c([N+](=O)[O-])cc1OC. RXN SMILES: [CH2:5]([CH2:6][c:7]1[cH:8][c:9]([O:10][CH3:11])[c:12]([O:13][CH3:14])[cH:15][cH:16]1)[OH:17].[CH3:23][C:24](=[O:25])[OH:26].[Na+:22].[O-:18][C:19]([OH:20])=[O:21].[OH2:27].[OH:1][N+:2]([O-:3])=[O:4]>>[O-:1][N+:2](=[O:4])[c:16]1[c:7]([CH2:6][CH2:5][OH:17])[cH:8][c:9]([O:10][CH3:11])[c:12]([O:13][CH3:14])[cH:15]1. Starting materials: C=1CC(CC1)C(CC=O)CC (3-(5-cyclopenten-3-yl)valeraldehyde), oil, S(O)(O)(=O)=O (sulfuric acid), C1=CC(CC1)C(CC=O)CC (3-(Cyclopenten-3-yl)valeraldehyde), C(C)[Mg]Br (Ethyl magnesium bromide). Run in O (water), O1CCCC1 (tetrahydrofuran), O1CCCC1 (tetrahydrofuran). Conditions: temperature -30 celsius. Yields the product OC(CCCCC1C=CCC1)CC (3-(5-Hydroxyhept-1-yl)cyclopentene). Reaction SMILES: [CH:1]1[CH2:2][CH:3]([CH:6]([CH2:10][CH3:11])CC=O)[CH2:4][CH:5]=1.C1CCC([CH:17](CC)[CH2:18][CH:19]=[O:20])C=1.[CH2:23]([Mg]Br)C.S(=O)(=O)(O)O>O1CCCC1.O>[OH:20][CH:19]([CH2:18][CH3:17])[CH2:23][CH2:11][CH2:10][CH2:6][CH:3]1[CH2:2][CH2:1][CH:5]=[CH:4]1. Procedure: All work is performed in an inert atmosphere using anhydrous tetrahydrofuran. The starting material, 3-(5-cyclopenten-3-yl)valeraldehyde {2-cyclopentene-1-pentanal} (75 g, 0.493 moles) is dissolved in tetrahydrofuran (750 ml) and cooled in a -30° C. ethanol/dry ice bath. Ethyl magnesium bromide (0.493 moles) is added dropwise to the stirring reaction mixture for a period of over 2 hours. The reaction is warmed to 0° C. and water (100 ml), followed by 15% sulfuric acid (200 ml), is added. The aqu...